From a dataset of the Open Reaction Database (ORD), a public repository of structured organic reaction records. describe an organic reaction: reactants, conditions, products, and yield Starting materials: C(=O)(O)C1=NC2=CC(=CC=C2C(=C1)SC)Cl (2-carboxy-7-chloro-4-methylthioquinoline), C(C)OC(=O)N1CCN(CC1)C(=O)C(CCC(=O)OC(C)(C)C)N (4-ethoxycarbonyl-1-(1-amino-3-(1,1-dimethylethoxycarbonyl)propyl)carbonylpiperazine), CCN=C=NCCCN(C)C (EDCI), C=1C=CC2=C(C1)N=NN2O (HOBt). The solvent is C1CCOC1 (THF), CN(C)C=O (DMF), C(C)(=O)OCC (ethyl acetate). Reaction conditions: time 8 hour. The product is C(C)OC(=O)N1CCN(CC1)C(=O)C(CCC(=O)OC(C)(C)C)NC(=O)C1=NC2=CC(=CC=C2C(=C1)SC)Cl (2-[1-(4-(ethoxycarbonyl)piperazin-1-yl)carbonyl-3-(1,1-dimethylethoxycarbonyl)propyl]aminocarbonyl-7-chloro-4-(methylthio)quinoline). Yield: 54.4%. Reaction SMILES: [C:1]([C:4]1[CH:13]=[C:12]([S:14][CH3:15])[C:11]2[C:6](=[CH:7][C:8]([Cl:16])=[CH:9][CH:10]=2)[N:5]=1)([OH:3])=O.[CH2:17]([O:19][C:20]([N:22]1[CH2:27][CH2:26][N:25]([C:28]([CH:30]([NH2:40])[CH2:31][CH2:32][C:33]([O:35][C:36]([CH3:39])([CH3:38])[CH3:37])=[O:34])=[O:29])[CH2:24][CH2:23]1)=[O:21])[CH3:18].CCN=C=NCCCN(C)C.C1C=CC2N(O)N=NC=2C=1>C1COCC1.CN(C=O)C.C(OCC)(=O)C>[CH2:17]([O:19][C:20]([N:22]1[CH2:23][CH2:24][N:25]([C:28]([CH:30]([NH:40][C:1]([C:4]2[CH:13]=[C:12]([S:14][CH3:15])[C:11]3[C:6](=[CH:7][C:8]([Cl:16])=[CH:9][CH:10]=3)[N:5]=2)=[O:3])[CH2:31][CH2:32][C:33]([O:35][C:36]([CH3:39])([CH3:38])[CH3:37])=[O:34])=[O:29])[CH2:26][CH2:27]1)=[O:21])[CH3:18]. Reported procedure: To a solution of 2-carboxy-7-chloro-4-mercaptoquinoline HCl salt (75 mg, 0.31 mmol) in DMF (3 mL) was added Mel (0.0425 mL, 2.5 eq.) and cesium carbonate (340 mg, 3.5 eq.). The resulting reaction mixture was stirred at 70° C. overnight. The reaction mixture was diluted with ethyl acetate and washed with water, brine, and dried over sodium sulfate. The solvent was evaporated. Flash column chromatograpgy with 1%-2% MeOH in methylene chloride afforded 2-(methoxycarbonyl)-7-chloro-4-methylthioquinol...